This data is from the Open Reaction Database (ORD), a public repository of structured organic reaction records. The task is: describe an organic reaction: reactants, conditions, products, and yield Starting materials: O=C([O-])[O-], CC#N, BrCC1CC1, OC1(c2cccc(F)c2F)CCNC1, [K+], [K+]. Yields the product OC1(c2cccc(F)c2F)CCN(CC2CC2)C1. RXN SMILES: [C:15](=[O:16])([O-:17])[O-:18].[CH3:26][C:27]#[N:28].[CH:21]1([CH2:24][Br:25])[CH2:22][CH2:23]1.[F:1][c:2]1[c:3]([C:9]2([OH:14])[CH2:10][NH:11][CH2:12][CH2:13]2)[cH:4][cH:5][cH:6][c:7]1[F:8].[K+:19].[K+:20]>>[F:1][c:2]1[c:3]([C:9]2([OH:14])[CH2:10][N:11]([CH2:24][CH:21]3[CH2:22][CH2:23]3)[CH2:12][CH2:13]2)[cH:4][cH:5][cH:6][c:7]1[F:8]. Reactants: tri(N-butyl)phosphine, saturated aqueous solution, [Cl-].[NH4+] (ammonium chloride), C(C)(C)(C)[Li] (t-butyllithium), N12C=CCCCC2NCCC1 (1,8-diazabicyclo[5.4.0]undecene), compound ( 1-9 ), C[Si](OC1C2CC[C@@H]([C@]2(CCC1)C)[C@H](CI)C)(C)C ((2R)-2-[(1R,7aR)-octahydro-4-trimethylsilyloxy-7a-methyl-1H-inden-1-yl]-iodopropane), [Si](C)(C)(C(C)(C)C)O[C@@H]1C=CC(C1)=O ((4S)-4-(t-butyldimethylsilyloxy)-2-cyclopenten-1-one). The reagents and catalysts are [Cu](I)I (copper iodide). Run in O1CCCC1 (tetrahydrofuran), CCOCC (ether), ClCCl (dichloromethane), CCOCC (ether), CCCCCC (hexane), CCOCC (ether), O1CCCC1 (tetrahydrofuran). Run at temperature -78 celsius, time 1 hour. The product is desired product ( 1-10 ), C[Si](OC1C2CC[C@@H]([C@]2(CCC1)C)[C@@H](C[C@@H]1C=CC(C1)=O)C)(C)C ((4S)-4-{(2R)-2-[(1R,7aR)-octahydro-4-trimethylsilyloxy-7a-methyl-1H-inden-1-yl]-propyl}-2-cyclopenten-1-one). Isolated yield 50.0%. As a reaction SMILES: C([Li])(C)(C)C.[CH3:6][Si:7]([CH3:24])([CH3:23])[O:8][CH:9]1[CH2:17][CH2:16][CH2:15][C@@:14]2([CH3:18])[CH:10]1[CH2:11][CH2:12][C@@H:13]2[C@@H:19]([CH3:22])[CH2:20]I.[Si]([O:32][C@H:33]1[CH2:37][C:36](=O)[CH:35]=[CH:34]1)(C(C)(C)C)(C)C.[Cl-].[NH4+].N12CCCNC1CCCC=C2>CCOCC.O1CCCC1.ClCCl.[Cu](I)I.CCCCCC>[CH3:6][Si:7]([CH3:24])([CH3:23])[O:8][CH:9]1[CH2:17][CH2:16][CH2:15][C@@:14]2([CH3:18])[CH:10]1[CH2:11][CH2:12][C@@H:13]2[C@H:19]([CH3:22])[CH2:20][C@H:36]1[CH2:37][C:33](=[O:32])[CH:34]=[CH:35]1 |f:3.4|. Reported procedure: A 10 ml amount of ether was placed into a 100 ml eggplant-shaped flask and cooled to −78° C., followed by adding 14.3 ml of a hexane solution of t-butyllithium (1.54 mol/liter). A 3.94 g amount of the compound (1-9), (2R)-2-[(1R,7aR)-octahydro-4-trimethylsilyloxy-7a-methyl-1H-inden-1-yl]-iodopropane was dissolved in 10 ml of ether and then added to the above solution which was then stirred at −78° C. for 1 hour. A 2.1 g amount of copper iodide and 5.5 ml of tri(N-butyl)phosphine were dissolved i...